Dataset: the Open Reaction Database (ORD), a public repository of structured organic reaction records. Task: describe an organic reaction: reactants, conditions, products, and yield Reactants: C(C)(=O)[O-] (acetate), P(=O)(O)(O)OP(=O)(O)O (pyrophosphoric acid), [C@@H]1([C@H](O)[C@H](O)[C@@H](CO)O1)N1C=NC=2C(O)=NC=NC12 (inosine). Conditions: time 24 hour. The product is [C@@H]1([C@H](O)[C@H](O)[C@@H](COP(=O)(O)O)O1)N1C=NC=2C(O)=NC=NC12 (5′-inosinic acid). RXN SMILES: C([O-])(=O)C.[P:5]([O:9]P(O)(O)=O)([OH:8])([OH:7])=[O:6].[C@@H:14]1([N:23]2[C:32]3[N:31]=[CH:30][N:29]=[C:27]([OH:28])[C:26]=3[N:25]=[CH:24]2)[O:22][C@H:19]([CH2:20]O)[C@@H:17]([OH:18])[C@H:15]1[OH:16]>>[C@@H:14]1([N:23]2[C:32]3[N:31]=[CH:30][N:29]=[C:27]([OH:28])[C:26]=3[N:25]=[CH:24]2)[O:22][C@H:19]([CH2:20][O:9][P:5]([OH:7])([OH:8])=[O:6])[C@@H:17]([OH:18])[C@H:15]1[OH:16]. Procedure details: Cells of Escherichia coli JM109 introduced with each of the aforementioned mutant EB-AP genes were added at a density of 100 mg/dl in terms of dry cell weight to a solution in an acetate buffer (pH 4.0) containing 12 g/dl of pyrophosphoric acid and 6 g/dl of inosine, and reaction was performed at 30° C. for 24 hours while pH was maintained at 4.0. The results of measurement of the produced amount of 5′-inosinic acid are shown in Table 4. The produced inosinic acid consisted only of 5′-inosinic a...